Dataset: the Open Reaction Database (ORD), a public repository of structured organic reaction records. Task: describe an organic reaction: reactants, conditions, products, and yield The reactants are O (H2O), compound, FC1=CC=C(C=C1)C1=CC2=C(N(C3=CC=C(C=C23)C=2N=C(SC2)CO)C)N(C1=O)C (3-(4-Fluorophenyl)-6-(2-hydroxymethylthiazol-4-yl)-1,9-dimethyl-1,9-dihydropyrido[2,3-b]indol-2-one), C(C(C)(C)C)(=O)Cl (pivaloyl chloride). Solvent: N1=CC=CC=C1 (pyridine). Conditions: time 2 hour. Product: FC1=CC=C(C=C1)C1=CC2=C(N(C3=CC=C(C=C23)C=2N=C(SC2)COC(C(C)(C)C)=O)C)N(C1=O)C (2,2-Dimethylpropionic acid 4-[3-(4-fluorophenyl)-1,9-dimethyl-2-oxo-2,9-dihydro-1H-pyrido[2,3-b]indol-6-yl]thiazol-2-ylmethyl ester). RXN SMILES: [F:1][C:2]1[CH:7]=[CH:6][C:5]([C:8]2[C:28](=[O:29])[N:27]([CH3:30])[C:11]3[N:12]([CH3:26])[C:13]4[C:18]([C:10]=3[CH:9]=2)=[CH:17][C:16]([C:19]2[N:20]=[C:21]([CH2:24][OH:25])[S:22][CH:23]=2)=[CH:15][CH:14]=4)=[CH:4][CH:3]=1.[C:31](Cl)(=[O:36])[C:32]([CH3:35])([CH3:34])[CH3:33].O>N1C=CC=CC=1>[F:1][C:2]1[CH:7]=[CH:6][C:5]([C:8]2[C:28](=[O:29])[N:27]([CH3:30])[C:11]3[N:12]([CH3:26])[C:13]4[C:18]([C:10]=3[CH:9]=2)=[CH:17][C:16]([C:19]2[N:20]=[C:21]([CH2:24][O:25][C:31](=[O:36])[C:32]([CH3:35])([CH3:34])[CH3:33])[S:22][CH:23]=2)=[CH:15][CH:14]=4)=[CH:4][CH:3]=1. Reported procedure: 200 mg (0.48 mmol) of compound 3-(4-fluorophenyl)-6-(2-hydroxymethylthiazol-4-yl)-1,9-dimethyl-1,9-dihydropyrido[2,3-b]indol-2-one from Example 63 are dissolved in 3 ml of pyridine. 294 μl (2.38 mmol) of pivaloyl chloride are added and the mixture is then stirred at ambient temperature for 2 hours. H2O is added, the mixture is extracted with EtOAc, the organic phase is washed with a saturated NH4Cl solution and then dried over MgSO4, and the product is filtered and concentrated. Purification is ... Starting materials: C1(CC1)NC(=O)C1=CC=CC=2SC(=CC21)C2=NC(=NC=C2Cl)NCCCN2[C@H](CNC[C@H]2C)C (2-{5-chloro-2-[3-(2,6-cis-dimethylpiperazin-1-yl)-propylamino]-pyrimidin-4-yl}-benzo[b]thiophene-4-carboxylic acid cyclopropylamide), Cl.Cl.C1(CC1)NC(=O)C1=CC=CC=2SC(=CC21)C2=NC(=NC=C2Cl)NCCC2CCN(CC2)C (2-{5-chloro-2-[2-(1-methylpiperidin-4-yl)-ethylamino]-pyrimidin-4-yl}-benzo[b]thiophene-4-carboxylic acid cyclopropylamide di-hydrochloride). The product is Cl.Cl.Cl.C1(CC1)NC(=O)C1=CC=CC=2SC(=CC21)C2=NC(=NC=C2Cl)NCCCN2C(CN(CC2C)C)C (2-{5-Chloro-2-[3-(2,4,6-trimethylpiperazin-1-yl)-propylamino]-pyrimidin-4-yl}-benzo[b]thiophene-4-carboxylic acid cyclopropylamide tri-hydrochloride). As a reaction SMILES: [ClH:1].Cl.[CH:3]1(NC(C2C3C=C(C4C([Cl:24])=CN=C(NCCC5CCN(C)CC5)N=4)SC=3C=CC=2)=O)CC1.[CH:35]1([NH:38][C:39]([C:41]2[C:49]3[CH:48]=[C:47]([C:50]4[C:55]([Cl:56])=[CH:54][N:53]=[C:52]([NH:57][CH2:58][CH2:59][CH2:60][N:61]5[C@H:66]([CH3:67])[CH2:65][NH:64][CH2:63][C@@H:62]5[CH3:68])[N:51]=4)[S:46][C:45]=3[CH:44]=[CH:43][CH:42]=2)=[O:40])[CH2:37][CH2:36]1>>[ClH:24].[ClH:56].[ClH:1].[CH:35]1([NH:38][C:39]([C:41]2[C:49]3[CH:48]=[C:47]([C:50]4[C:55]([Cl:56])=[CH:54][N:53]=[C:52]([NH:57][CH2:58][CH2:59][CH2:60][N:61]5[CH:62]([CH3:68])[CH2:63][N:64]([CH3:3])[CH2:65][CH:66]5[CH3:67])[N:51]=4)[S:46][C:45]=3[CH:44]=[CH:43][CH:42]=2)=[O:40])[CH2:37][CH2:36]1 |f:0.1.2,4.5.6.7|. Procedure details: Using the method of 2-{5-chloro-2-[2-(1-methylpiperidin-4-yl)-ethylamino]-pyrimidin-4-yl}-benzo[b]thiophene-4-carboxylic acid cyclopropylamide di-hydrochloride, the title compound is synthesized from 2-{5-chloro-2-[3-(2,6-cis-dimethylpiperazin-1-yl)-propylamino]-pyrimidin-4-yl}-benzo[b]thiophene-4-carboxylic acid cyclopropylamide as a yellow solid. ES+(m/z) 513 (35Cl) and 515 (37Cl) [M(free base)+H].